Dataset: the Open Reaction Database (ORD), a public repository of structured organic reaction records. Task: describe an organic reaction: reactants, conditions, products, and yield Starting materials: CCCC[Sn](CCCC)(CCCC)c1cc(SC)nc(C)n1, Cc1ccccc1, Clc1nc2ccccc2nc1Cl, c1ccc(P(c2ccccc2)(c2ccccc2)[Pd](P(c2ccccc2)(c2ccccc2)c2ccccc2)(P(c2ccccc2)(c2ccccc2)c2ccccc2)P(c2ccccc2)(c2ccccc2)c2ccccc2)cc1. Yields the product CSc1cc(-c2nc3ccccc3nc2Cl)nc(C)n1. As a reaction SMILES: [CH3:1][c:2]1[n:3][c:4]([Sn:10]([CH2:11][CH2:12][CH2:13][CH3:14])([CH2:15][CH2:16][CH2:17][CH3:18])[CH2:19][CH2:20][CH2:21][CH3:22])[cH:5][c:6]([S:8][CH3:9])[n:7]1.[CH3:35][c:36]1[cH:37][cH:38][cH:39][cH:40][cH:41]1.[Cl:23][c:24]1[n:25][c:26]2[cH:27][cH:28][cH:29][cH:30][c:31]2[n:32][c:33]1[Cl:34].[cH:42]1[cH:43][cH:44][c:45]([P:46]([Pd:47]([P:48]([c:49]2[cH:50][cH:51][cH:52][cH:53][cH:54]2)([c:55]2[cH:56][cH:57][cH:58][cH:59][cH:60]2)[c:61]2[cH:62][cH:63][cH:64][cH:65][cH:66]2)([P:67]([c:68]2[cH:69][cH:70][cH:71][cH:72][cH:73]2)([c:74]2[cH:75][cH:76][cH:77][cH:78][cH:79]2)[c:80]2[cH:81][cH:82][cH:83][cH:84][cH:85]2)[P:86]([c:87]2[cH:88][cH:89][cH:90][cH:91][cH:92]2)([c:93]2[cH:94][cH:95][cH:96][cH:97][cH:98]2)[c:99]2[cH:100][cH:101][cH:102][cH:103][cH:104]2)([c:105]2[cH:106][cH:107][cH:108][cH:109][cH:110]2)[c:111]2[cH:112][cH:113][cH:114][cH:115][cH:116]2)[cH:117][cH:118]1>>[CH3:1][c:2]1[n:3][c:4](-[c:33]2[c:24]([Cl:23])[n:25][c:26]3[cH:27][cH:28][cH:29][cH:30][c:31]3[n:32]2)[cH:5][c:6]([S:8][CH3:9])[n:7]1. The reactants are CO, CN(C)C1CCCN(c2ccc(C(F)(F)F)cc2[N+](=O)[O-])C1, O, [Pd]. The product is CN(C)C1CCCN(c2ccc(C(F)(F)F)cc2N)C1. RXN SMILES: [CH3:24][OH:25].[CH3:2][N:3]([CH:4]1[CH2:5][N:6]([c:10]2[c:11]([N+:20]([O-:21])=[O:22])[cH:12][c:13]([C:16]([F:17])([F:18])[F:19])[cH:14][cH:15]2)[CH2:7][CH2:8][CH2:9]1)[CH3:23].[OH2:1].[Pd:26]>>[CH3:2][N:3]([CH:4]1[CH2:5][N:6]([c:10]2[c:11]([NH2:20])[cH:12][c:13]([C:16]([F:17])([F:18])[F:19])[cH:14][cH:15]2)[CH2:7][CH2:8][CH2:9]1)[CH3:23].